From a dataset of the Open Reaction Database (ORD), a public repository of structured organic reaction records. describe an organic reaction: reactants, conditions, products, and yield Reactants: C(C)(=O)OC=1C(=[N+](C(=CC1)C(CN(C(C)=O)C(C)(C)C)OC(C)=O)[O-])C (3-acetoxy-2-methyl-6-[1-acetoxy-2-(N-tert-butylacetamido)ethyl]-pyridine N-oxide), C([O-])(O)=O.[Na+] (sodium bicarbonate), C(C)(=O)OC(C)=O (acetic anhydride). The solvent is C(C)(=O)OCC (ethyl acetate). Reaction conditions: time 8 hour. Product: C(C)(=O)OC=1C(=NC(=CC1)C(CN(C(C)=O)C(C)(C)C)OC(C)=O)COC(C)=O (3-Acetoxy-2-acetoxymethyl-6-[1-acetoxy-2(N-tert-butylacetamido)ethyl]pyridine). The yield is 27.0%. Reaction SMILES: [C:1]([O:4][C:5]1[C:6]([CH3:26])=[N+:7]([O-])[C:8]([CH:11]([O:21][C:22](=[O:24])[CH3:23])[CH2:12][N:13]([C:17]([CH3:20])([CH3:19])[CH3:18])[C:14](=[O:16])[CH3:15])=[CH:9][CH:10]=1)(=[O:3])[CH3:2].[C:27]([O:30]C(=O)C)(=[O:29])[CH3:28].C(=O)(O)[O-].[Na+]>C(OCC)(=O)C>[C:1]([O:4][C:5]1[C:6]([CH2:26][O:30][C:27](=[O:29])[CH3:28])=[N:7][C:8]([CH:11]([O:21][C:22](=[O:24])[CH3:23])[CH2:12][N:13]([C:17]([CH3:20])([CH3:19])[CH3:18])[C:14](=[O:16])[CH3:15])=[CH:9][CH:10]=1)(=[O:3])[CH3:2] |f:2.3|. Reported procedure: A solution of 1.0 g. (0.0027 mole) of 3-acetoxy-2-methyl-6-[1-acetoxy-2-(N-tert-butylacetamido)ethyl]-pyridine N-oxide in 10 ml. of acetic anhydride was heated at the reflux temperature for 2.5 hours, then was allowed to cool to room temperature and stirred at this temperature overnight. The reaction mixture was poured into a two phase mixture of ethyl acetate and aqueous sodium bicarbonate and stirred for 1 hour. The organic layer was separated, dried over anhydrous magnesium sulfate, filtered ...